This data is from the Open Reaction Database (ORD), a public repository of structured organic reaction records. The task is: describe an organic reaction: reactants, conditions, products, and yield Starting materials: BrC1=C(C=CC2=CC(=CC=C12)OC)O (1-bromo-6-methoxy-naphthalen-2-ol), C([O-])([O-])=O.[K+].[K+] (potassium carbonate), C(C1=CC=CC=C1)Br (benzyl bromide). The solvent is CN(C)C=O (DMF). Conditions: time 1 hour. Yields the product C(C1=CC=CC=C1)OC1=C(C2=CC=C(C=C2C=C1)OC)Br (2-benzyloxy-1-bromo-6-methoxy-naphthalene). The yield is 37.5%. Reaction SMILES: [Br:1][C:2]1[C:11]2[C:6](=[CH:7][C:8]([O:12][CH3:13])=[CH:9][CH:10]=2)[CH:5]=[CH:4][C:3]=1[OH:14].C(=O)([O-])[O-].[K+].[K+].[CH2:21](Br)[C:22]1[CH:27]=[CH:26][CH:25]=[CH:24][CH:23]=1>CN(C=O)C>[CH2:21]([O:14][C:3]1[CH:4]=[CH:5][C:6]2[C:11](=[CH:10][CH:9]=[C:8]([O:12][CH3:13])[CH:7]=2)[C:2]=1[Br:1])[C:22]1[CH:27]=[CH:26][CH:25]=[CH:24][CH:23]=1 |f:1.2.3|. Procedure details: Add 1-bromo-6-methoxy-naphthalen-2-ol (66.7 g, 264 mmol), potassium carbonate (K2CO3, 40.0 g, 290 mmol) and benzyl bromide (49.6 g, 290 mmol) to DMF (800 mL). Stir the mixture at ambient temperature for 1 hour. Add water (400 mL) to precipitate the product. Collect the precipitate and wash the filter cake with heptane (3×125 mL) then dry to provide 2-benzyloxy-1-bromo-6-methoxy-naphthalene (83.7 g, 98.9 mmol).